The task is: describe an organic reaction: reactants, conditions, products, and yield. This data is from the Open Reaction Database (ORD), a public repository of structured organic reaction records. The reactants are COC(CC1=CC=C(C=C1)OC1=C(C=C(C=C1)C(F)(F)F)[N+](=O)[O-])=O ([4-(2-nitro-4-trifluoromethyl-phenoxy)-phenyl]-acetic acid methyl ester). The reagents and catalysts are [Pd] (Pd/C). Solvent: CO (methanol). Reaction conditions: time 12 hour. Yields the product COC(CC1=CC=C(C=C1)OC1=C(C=C(C=C1)C(F)(F)F)N)=O ([4-(2-Amino-4-trifluoromethyl-phenoxy)-phenyl]-acetic acid methyl ester). The yield is 79.9%. Reaction SMILES: [CH3:1][O:2][C:3](=[O:25])[CH2:4][C:5]1[CH:10]=[CH:9][C:8]([O:11][C:12]2[CH:17]=[CH:16][C:15]([C:18]([F:21])([F:20])[F:19])=[CH:14][C:13]=2[N+:22]([O-])=O)=[CH:7][CH:6]=1>CO.[Pd]>[CH3:1][O:2][C:3](=[O:25])[CH2:4][C:5]1[CH:10]=[CH:9][C:8]([O:11][C:12]2[CH:17]=[CH:16][C:15]([C:18]([F:19])([F:21])[F:20])=[CH:14][C:13]=2[NH2:22])=[CH:7][CH:6]=1. Procedure details: A mixture of [4-(2-nitro-4-trifluoromethyl-phenoxy)-phenyl]-acetic acid methyl ester (1.31 g, 3.54 mmol) and 10% Pd/C (377 mg, 0.354 mmol) in 17 mL of methanol was allowed to stir at room temperature under hydrogen atmosphere for 12 h. Upon completion, the mixture was filtered through a short column of celite and the filtrate was concentrated in vacuo to give 920 mg of [4-(2-Amino-4-trifluoromethyl-phenoxy)-phenyl]-acetic acid methyl ester. 1H NMR (CDCl3): δ 7.24-7.33 (m, 3H), 6.80-7.06 (m, 4H),... Yields the product Nc1ncc(-c2ccccc2)c(-c2ccccc2)n1. Reaction SMILES: [I:1][c:2]1[c:3](-[c:9]2[cH:10][cH:11][cH:12][cH:13][cH:14]2)[n:4][c:5]([NH2:8])[n:6][cH:7]1.[Na+:24].[Na+:25].[O-:26][C:27](=[O:28])[O-:29].[O:30]1[CH2:31][CH2:32][O:33][CH2:34][CH2:35]1.[OH:15][B:16]([OH:17])[c:18]1[cH:19][cH:20][cH:21][cH:22][cH:23]1>>[c:2]1(-[c:18]2[cH:19][cH:20][cH:21][cH:22][cH:23]2)[c:3](-[c:9]2[cH:10][cH:11][cH:12][cH:13][cH:14]2)[n:4][c:5]([NH2:8])[n:6][cH:7]1. Reactants: Nc1ncc(I)c(-c2ccccc2)n1, [Na+], [Na+], O=C([O-])[O-], C1COCCO1, OB(O)c1ccccc1. Starting materials: CC(C)(C)C(=O)OC1CC(O[Si](C)(C)C(C)(C)C)C1, CC(C)C[Al+]CC(C)C, C1CCOC1, [H-]. Reaction SMILES: [C:1](=[O:2])([C:3]([CH3:4])([CH3:5])[CH3:6])[O:7][CH:8]1[CH2:9][CH:10]([O:12][Si:13]([CH3:14])([CH3:15])[C:16]([CH3:17])([CH3:18])[CH3:19])[CH2:11]1.[CH2:21]([Al+:22][CH2:23][CH:24]([CH3:25])[CH3:26])[CH:27]([CH3:28])[CH3:29].[CH2:30]1[O:31][CH2:32][CH2:33][CH2:34]1.[H-:20]>>[OH:7][CH:8]1[CH2:9][CH:10]([O:12][Si:13]([CH3:14])([CH3:15])[C:16]([CH3:17])([CH3:18])[CH3:19])[CH2:11]1. The product is CC(C)(C)[Si](C)(C)OC1CC(O)C1. Reactants: C(C)OCC (diethylether), ClC1=NC=NC(=C1)Cl (4,6-dichloropyrimidine), BrC=1C=C(N)C=CC1 (3-bromoaniline), C(C)(C)N(C(C)C)CC (N,N-diisopropylethylamine). The solvent is C(C)O (ethanol). Yields the product ClC1=CC(=NC=N1)NC1=CC(=CC=C1)Br ((6-chloro-pyrimidin-4-yl)-(3-bromo-phenyl)-amine). The yield is 61.7%. As a reaction SMILES: Cl[C:2]1[CH:7]=[C:6]([Cl:8])[N:5]=[CH:4][N:3]=1.[Br:9][C:10]1[CH:11]=[C:12]([CH:14]=[CH:15][CH:16]=1)[NH2:13].C(N(CC)C(C)C)(C)C.C(OCC)C>C(O)C>[Cl:8][C:6]1[N:5]=[CH:4][N:3]=[C:2]([NH:13][C:12]2[CH:14]=[CH:15][CH:16]=[C:10]([Br:9])[CH:11]=2)[CH:7]=1. Procedure: A solution of 4,6-dichloropyrimidine (5 g, 33.6 mmol), 3-bromoaniline (5.8 g, 33.7 mmol) and N,N-diisopropylethylamine (DIEA) (5.2 g, 40.2 mmol) in ethanol (40 mL) was heated at 80° C. for 16 hr. The reaction mixture was cooled to ambient temperature, diethylether (35 mL) was added while the mixture was being stirred. The product was precipitated, filtered, washed with water and dried to afford 5.9 g (62% yield) of a light colored solid. MS (m/z): MH+=284, 286, 288. Reactants: C(C)OC=1C=C2C(=C(C=NC2=NC1C)C(=O)OCC)NC1=CC=C(C=C1)OC (ethyl 6-ethoxy-4-(4-methoxyanilino)-7-methyl-1,8-naphthyridine-3-carboxylate), [OH-].[Na+] (sodium hydroxide), Cl (hydrochloric acid). Run in O (water). Product: C(C)OC=1C=C2C(=C(C=NC2=NC1C)C(=O)O)NC1=CC=C(C=C1)OC (6-ethoxy-4-(4-methoxyanilino)-7-methyl-1,8-naphthyridine-3-carboxylic acid). As a reaction SMILES: [CH2:1]([O:3][C:4]1[CH:5]=[C:6]2[C:11](=[N:12][C:13]=1[CH3:14])[N:10]=[CH:9][C:8]([C:15]([O:17]CC)=[O:16])=[C:7]2[NH:20][C:21]1[CH:26]=[CH:25][C:24]([O:27][CH3:28])=[CH:23][CH:22]=1)[CH3:2].[OH-].[Na+].Cl>O>[CH2:1]([O:3][C:4]1[CH:5]=[C:6]2[C:11](=[N:12][C:13]=1[CH3:14])[N:10]=[CH:9][C:8]([C:15]([OH:17])=[O:16])=[C:7]2[NH:20][C:21]1[CH:22]=[CH:23][C:24]([O:27][CH3:28])=[CH:25][CH:26]=1)[CH3:2] |f:1.2|. Reported procedure: A mixture ethyl 6-ethoxy-4-(4-methoxyanilino)-7-methyl-1,8-naphthyridine-3-carboxylate (6.38 g), water (40 ml), sodium hydroxide solution (120 ml, 0.6M) was boiled and stirred under reflux for 2 hours and then allowed to cool. The mixture was acidified with 5M hydrochloric acid (100 ml) and filtered. The filtrate was extracted with dichloromethane to give a residue which was washed with 5M hydrochloric acid and filtered to give 6-ethoxy-4-(4-methoxyanilino)-7-methyl-1,8-naphthyridine-3-carboxyli... Reactants: C1(=CC=C(C=C1)S(=O)(=O)O)C (p-toluenesulfonic acid), CN(CCC1=CNC2=CC=CC=C12)C(CCCC(=O)O)=O (N-methyl-N-(4-carboxybutyryl)-tryptamine). The solvent is CO (methanol). Product: CN(CCC1=CNC2=CC=CC=C12)C(CCCC(=O)OC)=O (N-methyl-N-(4-methoxycarbonylbutyryl)-tryptamine). The yield is 16231.0%. Reaction SMILES: [C:1]1(C)C=CC(S(O)(=O)=O)=CC=1.[CH3:12][N:13]([C:25](=[O:32])[CH2:26][CH2:27][CH2:28][C:29]([OH:31])=[O:30])[CH2:14][CH2:15][C:16]1[C:24]2[C:19](=[CH:20][CH:21]=[CH:22][CH:23]=2)[NH:18][CH:17]=1>CO>[CH3:12][N:13]([C:25](=[O:32])[CH2:26][CH2:27][CH2:28][C:29]([O:31][CH3:1])=[O:30])[CH2:14][CH2:15][C:16]1[C:24]2[C:19](=[CH:20][CH:21]=[CH:22][CH:23]=2)[NH:18][CH:17]=1. Procedure details: 30 ml of methanol and 10 mg of p-toluenesulfonic acid were added to 2.88 g of N-methyl-N-(4-carboxybutyryl)-tryptamine (i.e., 3-[2-(N-methyl-4-carboxybutanamido)ethyl]-indole). The mixture was refluxed for 5 hours. After the reaction was completed, the mixture was concentrated to about 10 ml. The concentrated mixture was diluted with an aqueous saturated sodium bicarbonate solution under cooling and then extracted with ethyl acetate. The extract was washed with water, dried and then concentrated... Starting materials: C1(=CC=CC=C1)C (Toluene), Cl.ClC1=CC(=C2C(=N1)CCC2)Cl (2,4-dichloro-6,7-dihydro-5H-cyclopenta[b]pyridine HCl salt), ClC=1C=C(C=CC1)B(O)O ((3-chlorophenyl)boronic acid), C(=O)([O-])[O-].[K+].[K+] (K2CO3). The reagents and catalysts are C=1C=CC(=CC1)[P](C=2C=CC=CC2)(C=3C=CC=CC3)[Pd]([P](C=4C=CC=CC4)(C=5C=CC=CC5)C=6C=CC=CC6)([P](C=7C=CC=CC7)(C=8C=CC=CC8)C=9C=CC=CC9)[P](C=1C=CC=CC1)(C=1C=CC=CC1)C=1C=CC=CC1 (tetrakis(triphenylphosphine)palladium(0)). Solvent: O (water), CCO (EtOH). Conditions: temperature 90 celsius, time 4 hour. The product is ClC1=C2C(=NC(=C1)C1=CC(=CC=C1)Cl)CCC2 (4-chloro-2-(3-chlorophenyl)-6,7-dihydro-5H-cyclopenta[b]pyridine). As a reaction SMILES: Cl.Cl[C:3]1[N:8]=[C:7]2[CH2:9][CH2:10][CH2:11][C:6]2=[C:5]([Cl:12])[CH:4]=1.[Cl:13][C:14]1[CH:15]=[C:16](B(O)O)[CH:17]=[CH:18][CH:19]=1.C([O-])([O-])=O.[K+].[K+].C1(C)C=CC=CC=1>C1C=CC([P]([Pd]([P](C2C=CC=CC=2)(C2C=CC=CC=2)C2C=CC=CC=2)([P](C2C=CC=CC=2)(C2C=CC=CC=2)C2C=CC=CC=2)[P](C2C=CC=CC=2)(C2C=CC=CC=2)C2C=CC=CC=2)(C2C=CC=CC=2)C2C=CC=CC=2)=CC=1.O.CCO>[Cl:12][C:5]1[CH:4]=[C:3]([C:18]2[CH:17]=[CH:16][CH:15]=[C:14]([Cl:13])[CH:19]=2)[N:8]=[C:7]2[CH2:9][CH2:10][CH2:11][C:6]=12 |f:0.1,3.4.5,^1:39,41,60,79|. Procedure: An 18-mL vial was charged with 2,4-dichloro-6,7-dihydro-5H-cyclopenta[b]pyridine HCl salt (225 mg, 1 mmol, 1 eq.), (3-chlorophenyl)boronic acid (165 mg, 1.06 mmol, 1.06 eq.), tetrakis(triphenylphosphine)palladium(0) (84 mg, 0.07 mmol, 0.07 eq.), and K2CO3 (500 mg, 3.6 mmol, 3.6 eq.). Toluene (6 ml), EtOH (2 ml) and water (2.5 ml) were added. The resulting mixture was stirred under Ar at 90° C. for 4 hr. until the starting chloride was consumed. After cooling to room temperature, the aqueous laye... The product is CC1=NC=2N(C(=C1)S)N=CC2 (5-methylpyrazolo [1,5-a]pyrimidine-7-thiol). Starting materials: SC1=CC(=NC=2N1N=CC2C(=O)O)C (7-mercapto-5-methylpyrazolo[1,5-a]pyrimidine-3-carboxylic acid). Run in Cl (hydrochloric acid). Procedure: 110 g of 7-mercapto-5-methylpyrazolo[1,5-a]pyrimidine-3-carboxylic acid were heated to reflux temperature for 2.5 hours in 500 ml of 20 percent hydrochloric acid. The reaction mixture was cooled, the product was filtered off under suction and then recrystallized from water/ethanol at a pH of 6. There was obtained 5-methylpyrazolo [1,5-a]pyrimidine-7-thiol as yellow crystals of a melting point above 250°. Reaction SMILES: [SH:1][C:2]1[N:7]2[N:8]=[CH:9][C:10](C(O)=O)=[C:6]2[N:5]=[C:4]([CH3:14])[CH:3]=1>Cl>[CH3:14][C:4]1[CH:3]=[C:2]([SH:1])[N:7]2[N:8]=[CH:9][CH:10]=[C:6]2[N:5]=1. The reactants are O=C([O-])[O-], CCCCc1nnc(OC2CCNCC2)cc1-c1ccc(OC2CCCCC2)cc1, CCO, CCOC(C)=O, CC(C)(O)CCl, ClCCl, Cl, Cl, Cl, [K+], [K+], O. Yields the product CCCCc1nnc(OC2CCN(CC(C)(C)O)CC2)cc1-c1ccc(OC2CCCCC2)cc1, Cl, Cl. As a reaction SMILES: [C:39](=[O:40])([O-:41])[O-:42].[CH2:3]([CH2:4][CH2:5][CH3:6])[c:7]1[n:8][n:9][c:10]([O:26][CH:27]2[CH2:28][CH2:29][NH:30][CH2:31][CH2:32]2)[cH:11][c:12]1-[c:13]1[cH:14][cH:15][c:16]([O:19][CH:20]2[CH2:21][CH2:22][CH2:23][CH2:24][CH2:25]2)[cH:17][cH:18]1.[CH3:46][CH2:47][OH:48].[CH3:50][CH2:51][O:52][C:53]([CH3:54])=[O:55].[Cl:33][CH2:34][C:35]([CH3:36])([OH:37])[CH3:38].[Cl:56][CH2:57][Cl:58].[ClH:1].[ClH:2].[ClH:45].[K+:43].[K+:44].[OH2:49]>>[CH2:3]([CH2:4][CH2:5][CH3:6])[c:7]1[n:8][n:9][c:10]([O:26][CH:27]2[CH2:28][CH2:29][N:30]([CH2:34][C:35]([CH3:36])([OH:37])[CH3:38])[CH2:31][CH2:32]2)[cH:11][c:12]1-[c:13]1[cH:14][cH:15][c:16]([O:19][CH:20]2[CH2:21][CH2:22][CH2:23][CH2:24][CH2:25]2)[cH:17][cH:18]1.[ClH:1].[ClH:33]. Isolated yield 94.7%. Solvent: CC(=O)CC(C)C (methylisobutyl ketone). The reactants are C1CO1 (ethylene oxide), 147.2g, C1(C=2C(C(N1)=O)=CC=CC2)=O (phthalimide). Yields the product OCCN1C(C=2C(C1=O)=CC=CC2)=O (N-2-Hydroxyethyl phthalimide), hydroxyethyl imide. RXN SMILES: [C:1]1(=[O:11])[NH:5][C:4](=[O:6])[C:3]2=[CH:7][CH:8]=[CH:9][CH:10]=[C:2]12.[CH2:12]1[O:14][CH2:13]1>[Cr].CC(CC(C)C)=O>[OH:14][CH2:13][CH2:12][N:5]1[C:1](=[O:11])[C:2]2=[CH:10][CH:9]=[CH:8][CH:7]=[C:3]2[C:4]1=[O:6]. Reported procedure: N-2-Hydroxyethyl phthalimide was prepared by allowing 147.2g (1.0 mole) of phthalimide to react in an autoclave with 53.0g (1.20 moles) of ethylene oxide in the presence of 1.47g (1%) of active chromium III tri-2-ethylhexanoate (COT) and 400 ml of methylisobutyl ketone (MiBK) at 160° to 165°C for two hours. On cooling, the N-2-hydroxyethyl phthalimide crystallized and was collected by filtration. A 94.7% yield of the hydroxyethyl imide was obtained. Under identical experimental conditions but in... The reagents and catalysts are [Cr] (chromium).